Dataset: the Open Reaction Database (ORD), a public repository of structured organic reaction records. Task: describe an organic reaction: reactants, conditions, products, and yield The reactants are C(C)(=O)[O-].[Na+] (sodium acetate), C(C)(=O)OC(C)=O (acetic anhydride), S(=O)(=O)([O-])OOS(=O)(=O)[O-].[Na+].[Na+] (sodium persulfate), C(C1=CC=CC=C1)(=O)C=1N(C=CC1)CCC(C(=O)OCC)C(=O)OCC (2-benzoyl-1-[3,3-di(ethoxycarbonyl)propyl]pyrrole), S(=O)(=O)([O-])OOS(=O)(=O)[O-].[Na+].[Na+] (sodium persulfate). The reagents and catalysts are O.O.O.O.C(C)(=O)[O-].[Mn+2].C(C)(=O)[O-] (manganese(II) acetate tetrahydrate), [N+](=O)([O-])[O-].[Ag+] (silver nitrate). Run in C(C)(=O)O (acetic acid), O (water), C(C)(=O)O (acetic acid). Reaction conditions: temperature 80 celsius, time 30 minute. The product is C(C1=CC=CC=C1)(=O)C=1N2CCC(C2=CC1)(C(=O)OCC)C(=O)OCC (diethyl 5-benzoyl-2,3-dihydro-1H-pyrrolizine-1,1-dicarboxylate). Isolated yield 95.5%. Reaction SMILES: C([O-])(=O)C.[Na+].C(OC(=O)C)(=O)C.S(OOS([O-])(=O)=O)([O-])(=O)=O.[Na+].[Na+].[C:25]([C:33]1[N:34]([CH2:38][CH2:39][CH:40]([C:46]([O:48][CH2:49][CH3:50])=[O:47])[C:41]([O:43][CH2:44][CH3:45])=[O:42])[CH:35]=[CH:36][CH:37]=1)(=[O:32])[C:26]1[CH:31]=[CH:30][CH:29]=[CH:28][CH:27]=1>C(O)(=O)C.O.O.O.O.C([O-])(=O)C.[Mn+2].C([O-])(=O)C.[N+]([O-])([O-])=O.[Ag+].O>[C:25]([C:33]1[N:34]2[C:35](=[CH:36][CH:37]=1)[C:40]([C:46]([O:48][CH2:49][CH3:50])=[O:47])([C:41]([O:43][CH2:44][CH3:45])=[O:42])[CH2:39][CH2:38]2)(=[O:32])[C:26]1[CH:27]=[CH:28][CH:29]=[CH:30][CH:31]=1 |f:0.1,3.4.5,8.9.10.11.12.13.14,15.16|. Procedure: A mixture of manganese(II) acetate tetrahydrate (343 mg, 1.40 mmol), silver nitrate (23.8 mg, 0.140 mmol), sodium acetate (420 mg, 5 mmol), acetic anhydride (542 mg, 4.20 mmol) and sodium persulfate (333 mg, 1.4 mmol) in acetic acid (8 mL) was stirred at 80° C. for 30 minutes. To this mixture was added a solution of 2-benzoyl-1-[3,3-di(ethoxycarbonyl)propyl]pyrrole (500 mg, 1.40 mmol) in acetic acid (2 mL). To the reaction mixture was then added additional sodium persulfate (333 mg, 1.4 mmol). T... Reactants: C(C)OC(C(=C)COCCP(=O)(OC)OC)=O (2-[4-(dimethoxyphosphoryl)-2-oxabutyl]-acrylic acid ethyl ester), [OH-].[Na+] (sodium hydroxide). The solvent is C(C)O (ethanol). Yields the product COP(=O)(OC)CCOCC(C(=O)O)=C (2-[4-(dimethoxyphosphoryl)-2-oxa-butyl]-acrylic acid). Reaction SMILES: C([O:3][C:4](=[O:17])[C:5]([CH2:7][O:8][CH2:9][CH2:10][P:11]([O:15][CH3:16])([O:13][CH3:14])=[O:12])=[CH2:6])C.[OH-].[Na+]>C(O)C>[CH3:14][O:13][P:11]([CH2:10][CH2:9][O:8][CH2:7][C:5](=[CH2:6])[C:4]([OH:17])=[O:3])([O:15][CH3:16])=[O:12] |f:1.2|. Reported procedure: Specifically, the reaction of 2-[4-(dimethoxyphosphoryl)-2-oxabutyl]-acrylic acid ethyl ester with sodium hydroxide with elimination of ethanol gives 2-[4-(dimethoxyphosphoryl)-2-oxa-butyl]-acrylic acid: The reactants are [Cl-].C(C)OC(CCCCCCCC(=O)O)=O (azelaic acid ethyl ester chloride), ClC1=CC=CC=C1 (chlorobenzene), [Cl-].[Cl-].[Cl-].[Al+3] (aluminium trichloride), Cl (hydrochloric acid). The product is C(C)OC(CCCCCCCC(=O)C1=CC=C(C=C1)Cl)=O (9-(4-chlorophenyl)-9-oxo-nonanoic acid ethyl ester). As a reaction SMILES: [Cl-].[CH2:2]([O:4][C:5](=[O:16])[CH2:6][CH2:7][CH2:8][CH2:9][CH2:10][CH2:11][CH2:12][C:13]([OH:15])=O)[CH3:3].[Cl-].[Cl-].[Cl-].[Al+3].Cl.[Cl:22][C:23]1[CH:28]=[CH:27][CH:26]=[CH:25][CH:24]=1>>[CH2:2]([O:4][C:5](=[O:16])[CH2:6][CH2:7][CH2:8][CH2:9][CH2:10][CH2:11][CH2:12][C:13]([C:26]1[CH:27]=[CH:28][C:23]([Cl:22])=[CH:24][CH:25]=1)=[O:15])[CH3:3] |f:0.1,2.3.4.5|. Procedure details: Using the method described by Papa et al. [J. Amer.Chem.Soc. 69 (1947), 3018], 12.3 g of azelaic acid ethyl ester chloride in 20 ml of chlorobenzene are mixed cold with 9.5 g of aluminium trichloride and the mixture is then heated at 150° overnight. After adding dilute hydrochloric acid to the complex, the organic phase is washed and concentrated; the residue is extracted with diethyl ether. After column chromatography, and concentration of the solution, 8.3 g of 9-(4-chlorophenyl)-9-oxo-nonanoi... Starting materials: [Cl-].[NH4+] (ammonium chloride), ClC1=CC=C(S1)C1=NNC(=C1I)C (3-(5-Chloro-2-thienyl)-4-iodo-5-methyl-1H-pyrazole), IC(C)C (2-iodopropane), [H-].[Na+] (Sodium hydride). Run in CN(C=O)C (N,N-dimethylformamide). Conditions: temperature 0 celsius, time 30 minute. Product: ClC1=CC=C(S1)C1=NN(C(=C1I)C)C(C)C (3-(5-chloro-2-thienyl)-4-iodo-1-isopropyl-5-methyl-1H-pyrazole). Isolated yield 64.1%. As a reaction SMILES: [Cl:1][C:2]1[S:6][C:5]([C:7]2[C:11]([I:12])=[C:10]([CH3:13])[NH:9][N:8]=2)=[CH:4][CH:3]=1.[H-].[Na+].I[CH:17]([CH3:19])[CH3:18].[Cl-].[NH4+]>CN(C)C=O>[Cl:1][C:2]1[S:6][C:5]([C:7]2[C:11]([I:12])=[C:10]([CH3:13])[N:9]([CH:17]([CH3:19])[CH3:18])[N:8]=2)=[CH:4][CH:3]=1 |f:1.2,4.5|. Procedure: 3-(5-Chloro-2-thienyl)-4-iodo-5-methyl-1H-pyrazole (31.9 mmol) was dissolved in 30 mL dry N,N-dimethylformamide and cooled to 0° C. under nitrogen atmosphere. Sodium hydride (33.5 mmol, 60% dispersion in mineral oil) was added in portions at 0° C. After stirring for 30 min, 2-iodopropane (38.5 mmol) was added dropwise. The reaction mixture was allowed to warm to room temperature and was stirred overnight. The solution was poured into saturated aqueous ammonium chloride solution and extracted wit... Reported procedure: The title compound was prepared from [2-amino-3-(trifluoromethyl)phenyl]-(3-hydroxy-phenyl)methanone and (4-Fluoro-phenyl)-acetaldehyde following the procedure of Example 457: MS m/z 384; HRMS: calcd for C22H13F4NO+H+, 384.10060; found (ESI, [M+H]+), 384.0997. Yields the product FC1=CC=C(C=C1)C=1C=NC2=C(C=CC=C2C1C=1C=C(C=CC1)O)C(F)(F)F (3-[3-(4-FLUOROPHENYL)-8-(TRIFLUOROMETHYL)QUINOLIN-4-YL]PHENOL). Reactants: NC1=C(C=CC=C1C(F)(F)F)C(=O)C1=CC(=CC=C1)O ([2-amino-3-(trifluoromethyl)phenyl]-(3-hydroxy-phenyl)methanone), FC1=CC=C(C=C1)CC=O ((4-Fluoro-phenyl)-acetaldehyde). Reaction SMILES: [NH2:1][C:2]1[C:7]([C:8]([F:11])([F:10])[F:9])=[CH:6][CH:5]=[CH:4][C:3]=1[C:12]([C:14]1[CH:19]=[CH:18][CH:17]=[C:16]([OH:20])[CH:15]=1)=O.[F:21][C:22]1[CH:27]=[CH:26][C:25]([CH2:28][CH:29]=O)=[CH:24][CH:23]=1>>[F:21][C:22]1[CH:27]=[CH:26][C:25]([C:28]2[CH:29]=[N:1][C:2]3[C:3]([C:12]=2[C:14]2[CH:15]=[C:16]([OH:20])[CH:17]=[CH:18][CH:19]=2)=[CH:4][CH:5]=[CH:6][C:7]=3[C:8]([F:11])([F:10])[F:9])=[CH:24][CH:23]=1. The reactants are O=C([O-])O, O=C(Cl)c1ccc(Cl)nc1, Cl, Nc1ccc(O)nc1, [Na+], C1CCOC1. The product is O=C(Nc1ccc(O)nc1)c1ccc(Cl)nc1. As a reaction SMILES: [C:20](=[O:21])([OH:22])[O-:23].[Cl:1][c:2]1[n:3][cH:4][c:5]([C:6](=[O:7])[Cl:8])[cH:9][cH:10]1.[ClH:11].[NH2:12][c:13]1[cH:14][cH:15][c:16]([OH:19])[n:17][cH:18]1.[Na+:24].[O:25]1[CH2:26][CH2:27][CH2:28][CH2:29]1>>[Cl:1][c:2]1[n:3][cH:4][c:5]([C:6](=[O:7])[NH:12][c:13]2[cH:14][cH:15][c:16]([OH:19])[n:17][cH:18]2)[cH:9][cH:10]1.